This data is from the Open Reaction Database (ORD), a public repository of structured organic reaction records. The task is: describe an organic reaction: reactants, conditions, products, and yield Reactants: ClC1=CC2=C(N=N1)CCN(C2)C(CCC2=CC=CC=C2)=O (3-chloro-5,6,7,8-tetrahydro-6-(3-phenylpropionyl)pyrido[4,3-c]pyridazine), C1(=CC=CC=C1)CCC(=O)Cl (3-phenylpropionyl chloride), Example 8 ( g ), C(\C=C/C(=O)O)(=O)O.ClC1=CC2=C(N=N1)CCNC2 (3-chloro-5,6,7,8-tetrahydropyrido[4,3-c]pyridazine maleate). The solvent is C(C)O (ethanol). Product: N(N)C1=CC2=C(N=N1)CCN(C2)C(CCC2=CC=CC=C2)=O (3-Hydrazino-5,6,7,8-tetrahydro-6-(3-phenylpropionyl)pyrido[4,3-c]pyridazine). Reaction SMILES: Cl[C:2]1[N:7]=[N:6][C:5]2[CH2:8][CH2:9][N:10]([C:12](=[O:21])[CH2:13][CH2:14][C:15]3[CH:20]=[CH:19][CH:18]=[CH:17][CH:16]=3)[CH2:11][C:4]=2[CH:3]=1.C(O)(=O)/C=C\C(O)=O.ClC1[N:36]=[N:35]C2CCNCC=2C=1.C1(CCC(Cl)=O)C=CC=CC=1>C(O)C>[NH:35]([C:2]1[N:7]=[N:6][C:5]2[CH2:8][CH2:9][N:10]([C:12](=[O:21])[CH2:13][CH2:14][C:15]3[CH:20]=[CH:19][CH:18]=[CH:17][CH:16]=3)[CH2:11][C:4]=2[CH:3]=1)[NH2:36] |f:1.2|. Reported procedure: The 3-chloro-5,6,7,8-tetrahydro-6-(3-phenylpropionyl)pyrido[4,3-c]pyridazine, required as starting material, may be obtained in a manner analogous to that described in Example 8 (g), from 28.6 g of 3-chloro-5,6,7,8-tetrahydropyrido[4,3-c]pyridazine maleate and 31.5 g of 3-phenylpropionyl chloride. M.P. 134°-137° from 95% ethanol. Starting materials: FC(OC1=CC=C(C=C1)N1N=C(C(C2=C(C=CC=C12)OC(F)F)=O)C(=O)O)(F)F (1-(4-Trifluoromethoxyphenyl)-1,4-dihydro-4-oxo-5-difluoromethoxycinnoline-3-carboxylic acid), aqueous solution, [OH-].[Na+] (sodium hydroxide). Run in O (water). Run at time 1 hour. Yields the product FC(OC1=CC=C(C=C1)N1N=C(C(C2=C(C=CC=C12)OC(F)F)=O)C(=O)[O-])(F)F.[Na+] (sodium 1-(4-trifluoromethoxyphenyl)-1,4-dihydro-4-oxo-5-difluoromethoxycinnoline-3-carboxylate). Yield: 78.4%. Reaction SMILES: [F:1][C:2]([F:29])([F:28])[O:3][C:4]1[CH:9]=[CH:8][C:7]([N:10]2[C:19]3[C:14](=[C:15]([O:20][CH:21]([F:23])[F:22])[CH:16]=[CH:17][CH:18]=3)[C:13](=[O:24])[C:12]([C:25]([OH:27])=[O:26])=[N:11]2)=[CH:6][CH:5]=1.[OH-].[Na+:31]>O>[F:29][C:2]([F:1])([F:28])[O:3][C:4]1[CH:5]=[CH:6][C:7]([N:10]2[C:19]3[C:14](=[C:15]([O:20][CH:21]([F:23])[F:22])[CH:16]=[CH:17][CH:18]=3)[C:13](=[O:24])[C:12]([C:25]([O-:27])=[O:26])=[N:11]2)=[CH:8][CH:9]=1.[Na+:31] |f:1.2,4.5|. Procedure: 1-(4-Trifluoromethoxyphenyl)-1,4-dihydro-4-oxo-5-difluoromethoxycinnoline-3-carboxylic acid (120 mg) and a 1N aqueous solution of sodium hydroxide (0.265 ml) were added to water (5 ml), and the mixture was stirred at room temperature for 1 hour. The resultant mixture was washed with ethyl acetate (10 ml). After removing the water, the obtained crystals were dried to give 91 mg of desired sodium 1-(4-trifluoromethoxyphenyl)-1,4-dihydro-4-oxo-5-difluoromethoxycinnoline-3-carboxylate (yield: 78.4%)... Run at time 30 minute. Procedure details: 4N Hydrochloric acid/ethyl acetate solution (0.68 ml) was added to a solution containing 1-[2-(dimethylamino)ethyl]-2-henicosyl-N-methyl-1H-benzimidazole-5-carboxamide (1.345 g) in a mixture of ethyl acetate (14 ml) and ethanol (1.5 ml). After being stirred for 30 minutes while being cooled with ice, the reaction mixture was concentrated. The residue was recrystallized with the mixed solution of ethyl acetate-ethanol, thereby yielding the entitled compound (1.254 g) as white crystals. Solvent: C(C)(=O)OCC (ethyl acetate), C(C)O (ethanol). Yields the product Cl.CN(CCN1C(=NC2=C1C=CC(=C2)C(=O)NC)CCCCCCCCCCCCCCCCCCCCC)C (1-[2-(Dimethylamino)ethyl]-2-henicosyl-N-methyl-1H-benzimidazole-5-carboxamide monohydrochloride). Starting materials: Cl.C(C)(=O)OCC (Hydrochloric acid ethyl acetate), CN(CCN1C(=NC2=C1C=CC(=C2)C(=O)NC)CCCCCCCCCCCCCCCCCCCCC)C (1-[2-(dimethylamino)ethyl]-2-henicosyl-N-methyl-1H-benzimidazole-5-carboxamide). RXN SMILES: [ClH:1].C(OCC)(=O)C.[CH3:8][N:9]([CH3:46])[CH2:10][CH2:11][N:12]1[C:16]2[CH:17]=[CH:18][C:19]([C:21]([NH:23][CH3:24])=[O:22])=[CH:20][C:15]=2[N:14]=[C:13]1[CH2:25][CH2:26][CH2:27][CH2:28][CH2:29][CH2:30][CH2:31][CH2:32][CH2:33][CH2:34][CH2:35][CH2:36][CH2:37][CH2:38][CH2:39][CH2:40][CH2:41][CH2:42][CH2:43][CH2:44][CH3:45]>C(OCC)(=O)C.C(O)C>[ClH:1].[CH3:8][N:9]([CH3:46])[CH2:10][CH2:11][N:12]1[C:16]2[CH:17]=[CH:18][C:19]([C:21]([NH:23][CH3:24])=[O:22])=[CH:20][C:15]=2[N:14]=[C:13]1[CH2:25][CH2:26][CH2:27][CH2:28][CH2:29][CH2:30][CH2:31][CH2:32][CH2:33][CH2:34][CH2:35][CH2:36][CH2:37][CH2:38][CH2:39][CH2:40][CH2:41][CH2:42][CH2:43][CH2:44][CH3:45] |f:0.1,5.6|. Starting materials: ClC1=C(C(=NC=N1)N)C1=CC=C(C=C1)C (6-chloro-5-(4-methylphenyl)pyrimidin-4-amine), [H-].[Na+] (sodium hydride), C(CO)O (ethylene glycol), [Cl-].[NH4+] (ammonium chloride). Yields the product NC1=C(C(=NC=N1)OCCO)C1=CC=C(C=C1)C (2-{6-amino-5-(4-methylphenyl)pyrimidin-4-yloxy}-ethanol). RXN SMILES: Cl[C:2]1[N:7]=[CH:6][N:5]=[C:4]([NH2:8])[C:3]=1[C:9]1[CH:14]=[CH:13][C:12]([CH3:15])=[CH:11][CH:10]=1.[H-].[Na+].[Cl-].[NH4+].[CH2:20]([OH:23])[CH2:21][OH:22]>>[NH2:8][C:4]1[N:5]=[CH:6][N:7]=[C:2]([O:22][CH2:21][CH2:20][OH:23])[C:3]=1[C:9]1[CH:14]=[CH:13][C:12]([CH3:15])=[CH:11][CH:10]=1 |f:1.2,3.4|. Procedure details: A mixture of 6-chloro-5-(4-methylphenyl)pyrimidin-4-amine (500 mg), ethylene glycol (10 ml) and sodium hydride (60% dispersion-type, 0.46 g) is reacted at 70° C. for two hours, and reacted at 90° C. for five hours. The mixture is treated with saturated aqueous ammonium chloride solution, and extracted with ethyl acetate. The ethyl acetate layer is washed, dried, and evaporated to remove the solvent. The residue is crystallized from hexane/ethyl acetate to give 2-{6-amino-5-(4-methylphenyl)pyrimi... Reactants: ClC1=CC=C(C=C1)N1N=C2C(=C1C(C(=O)O)C1CCCCC1)CCCCC2 ([2-(4-chloro-phenyl)-2,4,5,6,7,8-hexahydro-cycloheptapyrazol-3-yl]-cyclohexyl-acetic acid), C1(CCCCC1)N (cyclohexylamine), acid chloride, S(=O)(Cl)Cl (thionyl chloride). Reagents/catalysts: CN(C)C=1C=CN=CC1 (DMAP). The product is ClC1=CC=C(C=C1)N1N=C2C(=C1C(C(=O)NC1CCCCC1)C1CCCCC1)CCCCC2 (2-[2-(4-Chloro-phenyl)-2,4,5,6,7,8-hexahydro-cycloheptapyrazol-3-yl]-2,N-dicyclohexyl-acetamide). As a reaction SMILES: [Cl:1][C:2]1[CH:7]=[CH:6][C:5]([N:8]2[C:12]([CH:13]([CH:17]3[CH2:22][CH2:21][CH2:20][CH2:19][CH2:18]3)[C:14](O)=[O:15])=[C:11]3[CH2:23][CH2:24][CH2:25][CH2:26][CH2:27][C:10]3=[N:9]2)=[CH:4][CH:3]=1.S(Cl)(Cl)=O.[CH:32]1([NH2:38])[CH2:37][CH2:36][CH2:35][CH2:34][CH2:33]1>CN(C1C=CN=CC=1)C>[Cl:1][C:2]1[CH:3]=[CH:4][C:5]([N:8]2[C:12]([CH:13]([CH:17]3[CH2:18][CH2:19][CH2:20][CH2:21][CH2:22]3)[C:14]([NH:38][CH:32]3[CH2:37][CH2:36][CH2:35][CH2:34][CH2:33]3)=[O:15])=[C:11]3[CH2:23][CH2:24][CH2:25][CH2:26][CH2:27][C:10]3=[N:9]2)=[CH:6][CH:7]=1. Procedure details: In analogy to the procedure described in example 9.6, [2-(4-chloro-phenyl)-2,4,5,6,7,8-hexahydro-cycloheptapyrazol-3-yl]-cyclohexyl-acetic acid (example 9.3) was converted into the corresponding acid chloride with thionyl chloride which subsequently reacted with cyclohexylamine (CAS Reg. No. 108-91-8) in the presence of DMAP to give the title compound as off-white solid. MS: m/e=468.3 [M+H+]. The reactants are CC(C)COC(=O)Nc1cccc(Cn2ccc3cc(C(=O)O)ccc32)c1, CCN=C=NCCCN(C)C, CN(C)c1ccncc1, ClC(Cl)Cl, ClCCl, Cl, NS(=O)(=O)c1ccccc1. Yields the product CC(C)COC(=O)Nc1cccc(Cn2ccc3cc(C(=O)NS(=O)(=O)c4ccccc4)ccc32)c1. RXN SMILES: [CH2:1]([CH:2]([CH3:3])[CH3:4])[O:5][C:6](=[O:7])[NH:8][c:9]1[cH:10][c:11]([CH2:12][n:13]2[cH:14][cH:15][c:16]3[cH:17][c:18]([C:22](=[O:23])[OH:24])[cH:19][cH:20][c:21]23)[cH:25][cH:26][cH:27]1.[CH3:39][N:40]([CH3:41])[CH2:42][CH2:43][CH2:44][N:45]=[C:46]=[N:47][CH2:48][CH3:49].[CH3:53][N:54]([CH3:55])[c:56]1[cH:57][cH:58][n:59][cH:60][cH:61]1.[CH:62]([Cl:63])([Cl:64])[Cl:65].[Cl:50][CH2:51][Cl:52].[ClH:38].[c:28]1([S:34](=[O:35])(=[O:36])[NH2:37])[cH:29][cH:30][cH:31][cH:32][cH:33]1>>[CH2:1]([CH:2]([CH3:3])[CH3:4])[O:5][C:6](=[O:7])[NH:8][c:9]1[cH:10][c:11]([CH2:12][n:13]2[cH:14][cH:15][c:16]3[cH:17][c:18]([C:22](=[O:23])[NH:37][S:34]([c:28]4[cH:29][cH:30][cH:31][cH:32][cH:33]4)(=[O:35])=[O:36])[cH:19][cH:20][c:21]23)[cH:25][cH:26][cH:27]1. Starting materials: OC1=C(C=O)C(=CC(=C1)O)O (2,4,6-Trihydroxybenzaldehyde), C(C)(C)(C)NO (N-tert-butyl hydroxylamine). The yield is 65.4%. The product is OC1=C(C(=CC(=C1)O)O)C=[N+]([O-])C(C)(C)C (α-(2,4,6-Trihydroxyphenyl)-N-tert-butylnitrone). RXN SMILES: [OH:1][C:2]1[CH:9]=[C:8]([OH:10])[CH:7]=[C:6]([OH:11])[C:3]=1[CH:4]=O.[C:12]([NH:16][OH:17])([CH3:15])([CH3:14])[CH3:13]>C1C=CC=CC=1.C(OCC)(=O)C.C1(C)C=CC(S(O)(=O)=O)=CC=1>[OH:1][C:2]1[CH:9]=[C:8]([OH:10])[CH:7]=[C:6]([OH:11])[C:3]=1[CH:4]=[N+:16]([C:12]([CH3:15])([CH3:14])[CH3:13])[O-:17]. Run in C1=CC=CC=C1 (benzene), C(C)(=O)OCC (ethyl acetate). Procedure details: 2,4,6-Trihydroxybenzaldehyde (17.69 g, 0.115 mole) was added to a solution of N-tert-butyl hydroxylamine (14.32 g, 0.161 mole) in benzene (250 mL). p-Toluenesulfonic acid (15 mg) was added and the reaction vessel fitted with a Dean-Stark trap. The reaction was heated at reflux for 88 hours under nitrogen and then diluted with 500 mL of ethyl acetate. The solution was washed with water, brine and dried over sodium sulfate. The product was recrystallized from ethanol/water and then dried in vacuo ... Reagents/catalysts: C1(=CC=C(C=C1)S(=O)(=O)O)C (p-Toluenesulfonic acid). The reactants are N1CCCC1 (pyrrolidine), BrCCCCCCCCCCCC (1-bromododecane), C([O-])([O-])=O.[K+].[K+] (potassium carbonate). The solvent is CC(=O)C (acetone). Conditions: temperature 55 celsius. Yields the product C(CCCCCCCCCCC)N1CCCC1 (N-dodecylpyrrolidine). The yield is 64.1%. As a reaction SMILES: [NH:1]1[CH2:5][CH2:4][CH2:3][CH2:2]1.Br[CH2:7][CH2:8][CH2:9][CH2:10][CH2:11][CH2:12][CH2:13][CH2:14][CH2:15][CH2:16][CH2:17][CH3:18].C(=O)([O-])[O-].[K+].[K+]>CC(C)=O>[CH2:18]([N:1]1[CH2:5][CH2:4][CH2:3][CH2:2]1)[CH2:17][CH2:16][CH2:15][CH2:14][CH2:13][CH2:12][CH2:11][CH2:10][CH2:9][CH2:8][CH3:7] |f:2.3.4|. Procedure details: 47 g pyrrolidine, 149.5 g 1-bromododecane and 83 g potassium carbonate were added to 560 mL acetone. The reaction mixture was heated at 55° C. for 24 hr, then filtered. Solvent was removed from the filtrate, yielding 92 g N-dodecylpyrrolidine. 80 g N-dodecylpyrrolidine and 52.6 g 1-bromo-3-chloropropane were dissolved in 133 mL methanol and the reaction mixture was heated at 65° C. for 18 hr. After cooling to room temperature, methanol was removed under reduced pressure. The residue was poured i... Starting materials: COCCNC(CCCNC(=O)OCC1=CC=CC=C1)=O (4-benzyloxycarbonylaminobutyric acid N-(2-methoxyethyl)amide), Cl (hydrochloric acid). Reagents/catalysts: [Pd] (Pd/C). Solvent: CO (methanol). Product: Cl.COCCNC(CCCN)=O (4-Aminobutyric acid N-(2-methoxyethyl)amide hydrochloride). RXN SMILES: [CH3:1][O:2][CH2:3][CH2:4][NH:5][C:6](=[O:21])[CH2:7][CH2:8][CH2:9][NH:10]C(OCC1C=CC=CC=1)=O.[ClH:22]>CO.[Pd]>[ClH:22].[CH3:1][O:2][CH2:3][CH2:4][NH:5][C:6](=[O:21])[CH2:7][CH2:8][CH2:9][NH2:10] |f:4.5|. Procedure: 2.95 g of 4-benzyloxycarbonylaminobutyric acid N-(2-methoxyethyl)amide are hydrogenated in the presence of 0.24 g of 10% Pd/C in 150 ml of methanol and 100 ml of 0.1N hydrochloric acid for 2 hours at room temperature and under normal pressure. The reaction mixture is filtered and concentrated by evaporation. The crude title compound is obtained: 1H NMR (CD3OD), δ(ppm)=4.92 (4H, s), 3.53-3.20 (4H, m), 3.34 (3H, s), 2.96 (2H, t, J=12 Hz), 2.37 (2H, t, J=12 Hz), 1.93 (2H, m).